From a dataset of the Open Reaction Database (ORD), a public repository of structured organic reaction records. describe an organic reaction: reactants, conditions, products, and yield Starting materials: ClC1=NC(=C2N=CN(C2=N1)[C@H]1[C@@H]([C@@H]([C@H](C1)NC(CC)=O)O)O)Cl (N-[(1S,2R,3S,4R)-4-(2,6-dichloro-purin-9-yl)-2,3-dihydroxy-cyclopentyl]-propionamide), COC1=CC=C(C=C1)C(C1=CC=C(C=C1)OC)N (C,C-Bis-(4-methoxy-phenyl)-methylamine), COC1=CC=C(C=C1)C(C1=CC=C(C=C1)OC)N (C,C-Bis-(4-methoxy-phenyl)-methylamine). Solvent: C1CCOC1 (THF). Reaction conditions: temperature 50 celsius. Yields the product COC1=CC=C(C=C1)C(C1=CC=C(C=C1)OC)NC1=C2N=CN(C2=NC(=N1)Cl)[C@H]1[C@@H]([C@@H]([C@H](C1)NC(CC)=O)O)O (N-[(1S,2R,3S,4R)-4-(6-{[Bis-(4-methoxy-phenyl)-methyl]-amino}-2-chloro-purin-9-yl)-2,3-dihydroxy-cyclopentyl]-propionamide). As a reaction SMILES: [Cl:1][C:2]1[N:10]=[C:9]2[C:5]([N:6]=[CH:7][N:8]2[C@@H:11]2[CH2:15][C@H:14]([NH:16][C:17](=[O:20])[CH2:18][CH3:19])[C@@H:13]([OH:21])[C@H:12]2[OH:22])=[C:4](Cl)[N:3]=1.[CH3:24][O:25][C:26]1[CH:31]=[CH:30][C:29]([CH:32]([NH2:41])[C:33]2[CH:38]=[CH:37][C:36]([O:39][CH3:40])=[CH:35][CH:34]=2)=[CH:28][CH:27]=1>C1COCC1>[CH3:40][O:39][C:36]1[CH:35]=[CH:34][C:33]([CH:32]([NH:41][C:4]2[N:3]=[C:2]([Cl:1])[N:10]=[C:9]3[C:5]=2[N:6]=[CH:7][N:8]3[C@@H:11]2[CH2:15][C@H:14]([NH:16][C:17](=[O:20])[CH2:18][CH3:19])[C@@H:13]([OH:21])[C@H:12]2[OH:22])[C:29]2[CH:30]=[CH:31][C:26]([O:25][CH3:24])=[CH:27][CH:28]=2)=[CH:38][CH:37]=1. Procedure details: To a solution of N-[(1S,2R,3S,4R)-4-(2,6-dichloro-purin-9-yl)-2,3-dihydroxy-cyclopentyl]-propionamide (Intermediate J7) (2.6 g, 7.22 mmol) in dry THF (26 ml) is added C,C-Bis-(4-methoxy-phenyl)-methylamine (Intermediate Y) (3.5 g, 14.44 mmol). The mixture is heated at 50° C. for 12 hours and then concentrated in vacuo. The residue is dissolved in chloroform and washed sequentially with 1.5N HCl, water and saturated aqueous brine solution. The organic phase is dried over anhydrous sodium sulphate...